From a dataset of the Open Reaction Database (ORD), a public repository of structured organic reaction records. describe an organic reaction: reactants, conditions, products, and yield Starting materials: Cl.N[C@H]1[C@@H](CCCC1)O ((1R,2R)-2-amino-cyclohexanol hydrochloride), CN(C)C(=[N+](C)C)ON1C2=C(C=CC=C2)N=N1.[B-](F)(F)(F)F (TBTU), C(C)N(C(C)C)C(C)C (N-ethyldiisopropylamine), ClC1=NC=C(C(=O)O)C=C1C1=CC=C(C=C1)Cl (6-Chloro-5-(4-chloro-phenyl)-nicotinic acid). The solvent is CN(C=O)C (N,N-dimethylformamide). Reaction conditions: time 72 hour. Yields the product ClC1=NC=C(C(=O)N[C@H]2[C@@H](CCCC2)O)C=C1C1=CC=C(C=C1)Cl (6-chloro-5-(4-chloro-phenyl)-N-((1R,2R)-2-hydroxy-cyclohexyl)-nicotinamide). The yield is 73.0%. RXN SMILES: [Cl:1][C:2]1[C:10]([C:11]2[CH:16]=[CH:15][C:14]([Cl:17])=[CH:13][CH:12]=2)=[CH:9][C:5]([C:6]([OH:8])=O)=[CH:4][N:3]=1.Cl.[NH2:19][C@@H:20]1[CH2:25][CH2:24][CH2:23][CH2:22][C@H:21]1[OH:26].CN(C(ON1N=NC2C=CC=CC1=2)=[N+](C)C)C.[B-](F)(F)(F)F.C(N(C(C)C)C(C)C)C>CN(C)C=O>[Cl:1][C:2]1[C:10]([C:11]2[CH:16]=[CH:15][C:14]([Cl:17])=[CH:13][CH:12]=2)=[CH:9][C:5]([C:6]([NH:19][C@@H:20]2[CH2:25][CH2:24][CH2:23][CH2:22][C@H:21]2[OH:26])=[O:8])=[CH:4][N:3]=1 |f:1.2,3.4|. Reported procedure: 6-Chloro-5-(4-chloro-phenyl)-nicotinic acid (1.4 g, 5 mmol) was dissolved in N,N-dimethylformamide (30 mL). To this solution was added sequentially (1R,2R)-2-amino-cyclohexanol hydrochloride (0.87 g, 6 mmol), TBTU (1.84 g, 6 mmol), and N-ethyldiisopropylamine (4.47 mL, 26 mmol). The reaction mixture was stirred at room temperature for 72 hours then concentrated in vacuo. The residue was then dissolved in ethyl acetate (100 mL) and washed with 0.5 N HCl (100 mL), saturated sodium bicarbonate (100... Starting materials: N1N=CN=C1 (1H-[1,2,4]triazole), [H-].[Na+] (sodium hydride), ClC1=C(C=C(C(=N1)C(=O)N1CCC(CC1)N1CCCC1)C)C1=CC(=CC=C1)C(F)(F)F ([6-Chloro-3-methyl-5-(3-trifluoromethyl-phenyl)-pyridin-2-yl]-(4-pyrrolidin-1-yl-piperidin-1-yl)-methanone). Solvent: CN1C(CCC1)=O (1-methyl-pyrrolidin-2-one). Product: CC=1C(=NC(=C(C1)C1=CC(=CC=C1)C(F)(F)F)N1N=CN=C1)C(=O)N1CCC(CC1)N1CCCC1 ([3-Methyl-6-[1,2,4]triazol-1-yl-5-(3-trifluoromethyl-phenyl)-pyridin-2-yl]-(4-pyrrolidin-1-yl-piperidin-1-yl)-methanone). Reaction SMILES: Cl[C:2]1[N:7]=[C:6]([C:8]([N:10]2[CH2:15][CH2:14][CH:13]([N:16]3[CH2:20][CH2:19][CH2:18][CH2:17]3)[CH2:12][CH2:11]2)=[O:9])[C:5]([CH3:21])=[CH:4][C:3]=1[C:22]1[CH:27]=[CH:26][CH:25]=[C:24]([C:28]([F:31])([F:30])[F:29])[CH:23]=1.[NH:32]1[CH:36]=[N:35][CH:34]=[N:33]1.[H-].[Na+]>CN1CCCC1=O>[CH3:21][C:5]1[C:6]([C:8]([N:10]2[CH2:15][CH2:14][CH:13]([N:16]3[CH2:20][CH2:19][CH2:18][CH2:17]3)[CH2:12][CH2:11]2)=[O:9])=[N:7][C:2]([N:32]2[CH:36]=[N:35][CH:34]=[N:33]2)=[C:3]([C:22]2[CH:27]=[CH:26][CH:25]=[C:24]([C:28]([F:31])([F:30])[F:29])[CH:23]=2)[CH:4]=1 |f:2.3|. Procedure details: In analogy to the procedure described for the preparation of example 20, [6-chloro-3-methyl-5-(3-trifluoromethyl-phenyl)-pyridin-2-yl]-(4-pyrrolidin-1-yl-piperidin-1-yl)-methanone (example 3) was reacted with 1H-[1,2,4]triazole and sodium hydride in 1-methyl-pyrrolidin-2-one at reflux to give the title compound as colorless solid. MS: 485.3 (MH+). Reagents/catalysts: C=1C=CC(=CC1)[P](C=2C=CC=CC2)(C=3C=CC=CC3)[Pd]([P](C=4C=CC=CC4)(C=5C=CC=CC5)C=6C=CC=CC6)([P](C=7C=CC=CC7)(C=8C=CC=CC8)C=9C=CC=CC9)[P](C=1C=CC=CC1)(C=1C=CC=CC1)C=1C=CC=CC1 (tetrakis(triphenylphosphine)palladium). Conditions: time 30 minute. Reported procedure: Under argon, suspend 482 mg (11.37 mmol) of lithium chloride and 90 mg (7.84×10-5 mol) of tetrakis(triphenylphosphine)palladium in 10 ml of anhydrous toluene. Add to that suspension a solution of 1 g (3.92 mmol) of 1,3-dihydro-1,3,3-trimethyl-5-bromo-2H-pyrrolo[2,3-b]pyridin-2-one and 1.46 mg (4.04 mmol) of (1-ethoxyvinyl)tributyltin in 20 ml of anhydrous toluene. After 5 hours at reflux, evaporate off the solvent and take up the residue in a 1:1 mixture (30 ml) of dioxane and 10% hydrochloric a... Reaction SMILES: [Cl-].[Li+].[CH3:3][N:4]1[C:8]2=[N:9][CH:10]=[C:11](Br)[CH:12]=[C:7]2[C:6]([CH3:15])([CH3:14])[C:5]1=[O:16].[CH2:17]([O:19]C([Sn](CCCC)(CCCC)CCCC)=C)[CH3:18]>C1(C)C=CC=CC=1.C1C=CC([P]([Pd]([P](C2C=CC=CC=2)(C2C=CC=CC=2)C2C=CC=CC=2)([P](C2C=CC=CC=2)(C2C=CC=CC=2)C2C=CC=CC=2)[P](C2C=CC=CC=2)(C2C=CC=CC=2)C2C=CC=CC=2)(C2C=CC=CC=2)C2C=CC=CC=2)=CC=1>[CH3:3][N:4]1[C:8]2=[N:9][CH:10]=[C:11]([C:17](=[O:19])[CH3:18])[CH:12]=[C:7]2[C:6]([CH3:15])([CH3:14])[C:5]1=[O:16] |f:0.1,^1:45,47,66,85|. Solvent: C1(=CC=CC=C1)C (toluene), C1(=CC=CC=C1)C (toluene). Yields the product CN1C(C(C=2C1=NC=C(C2)C(C)=O)(C)C)=O (1,3-DIHYDRO-1,3,3-TRIMETHYL-5-ACETYL-2H-PYRROLO[2,3-b]PYRIDIN-2-ONE). The reactants are CN1C(C(C=2C1=NC=C(C2)Br)(C)C)=O (1,3-dihydro-1,3,3-trimethyl-5-bromo-2H-pyrrolo[2,3-b]pyridin-2-one), C(C)OC(=C)[Sn](CCCC)(CCCC)CCCC ((1-ethoxyvinyl)tributyltin), [Cl-].[Li+] (lithium chloride). The yield is 90.0%. The product is FC1=CC=C(C=C1)NC1=NNC(=C1C(=O)N)N=CC1=CC=C(C=C1)O (3-((4-fluorophenyl)amino)-5-((4-hydroxybenzylidene)amino)-1H-pyrazole-4-carboxamide). Reactants: NC1=C(C(=NN1)NC1=CC=C(C=C1)F)C(=O)N (5-amino-3-((4-fluorophenyl)amino)-1H-pyrazole-4-carboxamide), OC1=CC=C(C=O)C=C1 (4-hydroxybenzaldehyde). Reported procedure: 5-amino-3-((4-fluorophenyl)amino)-1H-pyrazole-4-carboxamide was then suspended in 8 mL EtOH and 4-hydroxybenzaldehyde (325 mg, 1 eq.) and piperidine (4 drops) were added. Stirred at reflux until intermediate was absent (HPLC). After reaction was complete (18 hrs) it was brought to room temperature and filtered to obtain 3-((4-fluorophenyl)amino)-5-((4-hydroxybenzylidene)amino)-1H-pyrazole-4-carboxamide as a yellow powder. Powder was washed with EtOH to remove any excess 4-hydroxybenzaldehyde. Pr... RXN SMILES: [NH2:1][C:2]1[NH:6][N:5]=[C:4]([NH:7][C:8]2[CH:13]=[CH:12][C:11]([F:14])=[CH:10][CH:9]=2)[C:3]=1[C:15]([NH2:17])=[O:16].[OH:18][C:19]1[CH:26]=[CH:25][C:22]([CH:23]=O)=[CH:21][CH:20]=1>CCO.N1CCCCC1>[F:14][C:11]1[CH:10]=[CH:9][C:8]([NH:7][C:4]2[C:3]([C:15]([NH2:17])=[O:16])=[C:2]([N:1]=[CH:23][C:22]3[CH:25]=[CH:26][C:19]([OH:18])=[CH:20][CH:21]=3)[NH:6][N:5]=2)=[CH:13][CH:12]=1. The reagents and catalysts are N1CCCCC1 (piperidine). The solvent is CCO (EtOH). The reactants are COC(=O)C1=C(C)c2cc(Br)ccc2OCC1, O=C([O-])[O-], COc1ccc(-c2c[nH]cn2)cc1, CC(C)(C)C(=O)CC(=O)C(C)(C)C, [Cu]I, [K+], [K+], CN(C)C=O. The product is COC(=O)C1=C(C)c2cc(-n3cnc(-c4ccc(OC)cc4)c3)ccc2OCC1. Reaction SMILES: [Br:1][c:2]1[cH:3][c:4]2[c:5]([cH:16][cH:17]1)[O:6][CH2:7][CH2:8][C:9]([C:12](=[O:13])[O:14][CH3:15])=[C:10]2[CH3:11].[C:31](=[O:32])([O-:33])[O-:34].[CH3:18][O:19][c:20]1[cH:21][cH:22][c:23](-[c:26]2[n:27][cH:28][nH:29][cH:30]2)[cH:24][cH:25]1.[CH3:37][C:38]([CH3:39])([C:40](=[O:41])[CH2:42][C:43](=[O:44])[C:45]([CH3:46])([CH3:47])[CH3:48])[CH3:49].[Cu:50][I:51].[K+:35].[K+:36].[O:52]=[CH:53][N:54]([CH3:55])[CH3:56]>>[c:2]1(-[n:29]2[cH:28][n:27][c:26](-[c:23]3[cH:22][cH:21][c:20]([O:19][CH3:18])[cH:25][cH:24]3)[cH:30]2)[cH:3][c:4]2[c:5]([cH:16][cH:17]1)[O:6][CH2:7][CH2:8][C:9]([C:12](=[O:13])[O:14][CH3:15])=[C:10]2[CH3:11]. The reactants are ClCCl, CN(C)C=O, CS(=O)(=O)c1ccc(C(CC2CCCC2)C(=O)O)cc1Cl, O=C(Cl)C(=O)Cl, Nc1ccncn1, C1CCOC1, O, c1ccncc1. The product is CS(=O)(=O)c1ccc(C(CC2CCCC2)C(=O)Nc2ccncn2)cc1Cl. As a reaction SMILES: [CH2:41]([Cl:42])[Cl:43].[CH3:50][N:51]([CH3:52])[CH:53]=[O:54].[Cl:1][c:2]1[cH:3][c:4]([CH:12]([C:13](=[O:14])[OH:15])[CH2:16][CH:17]2[CH2:18][CH2:19][CH2:20][CH2:21]2)[cH:5][cH:6][c:7]1[S:8](=[O:9])(=[O:10])[CH3:11].[Cl:22][C:23]([C:24]([Cl:25])=[O:26])=[O:27].[NH2:28][c:29]1[n:30][cH:31][n:32][cH:33][cH:34]1.[O:44]1[CH2:45][CH2:46][CH2:47][CH2:48]1.[OH2:49].[cH:35]1[cH:36][cH:37][n:38][cH:39][cH:40]1>>[Cl:1][c:2]1[cH:3][c:4]([CH:12]([C:13](=[O:15])[NH:28][c:29]2[n:30][cH:31][n:32][cH:33][cH:34]2)[CH2:16][CH:17]2[CH2:18][CH2:19][CH2:20][CH2:21]2)[cH:5][cH:6][c:7]1[S:8](=[O:9])(=[O:10])[CH3:11]. Reactants: C(C)(C)(C)OC([C@@H](CNC(=O)C1=C(C=CC=C1)N1C=CC=C1)N(S(=O)(=O)C1=C(C=C(C=C1C)OC)C)CC1=CC2=C(C=C1)OCO2)=O (tert-butyl-2(R)-[(3,4-methylendioxybenzyl)-(2,6-dimethyl-4-methoxybenzenesulfonyl)amino]-3-[(2-pyrrol-1-yl)phenylcarbonylamino]-propionate), FC(C(=O)O)(F)F (trifluoroacetic acid). Solvent: FC(C(=O)O)(F)F.C(Cl)Cl (trifluoracetic acid methylene chloride). Reaction conditions: time 1.5 hour. Product: C1OC=2C=C(CN([C@@H](C(=O)O)CNC(=O)C3=C(C=CC=C3)N3C=CC=C3)S(=O)(=O)C3=C(C=C(C=C3C)OC)C)C=CC2O1 (2(R)-[(3,4-methylendioxybenzyl)-(2,6-dimethyl-4-methoxybenzenesulfonyl)amino]-3-[(2-pyrrol-1-yl)phenylcarbonylamino]-propionic acid). Yield: 113.8%. RXN SMILES: C([O:5][C:6](=[O:47])[C@H:7]([N:23]([CH2:37][C:38]1[CH:43]=[CH:42][C:41]2[O:44][CH2:45][O:46][C:40]=2[CH:39]=1)[S:24]([C:27]1[C:32]([CH3:33])=[CH:31][C:30]([O:34][CH3:35])=[CH:29][C:28]=1[CH3:36])(=[O:26])=[O:25])[CH2:8][NH:9][C:10]([C:12]1[CH:17]=[CH:16][CH:15]=[CH:14][C:13]=1[N:18]1[CH:22]=[CH:21][CH:20]=[CH:19]1)=[O:11])(C)(C)C.FC(F)(F)C(O)=O>FC(F)(F)C(O)=O.C(Cl)Cl>[CH2:45]1[O:44][C:41]2[CH:42]=[CH:43][C:38]([CH2:37][N:23]([S:24]([C:27]3[C:32]([CH3:33])=[CH:31][C:30]([O:34][CH3:35])=[CH:29][C:28]=3[CH3:36])(=[O:25])=[O:26])[C@H:7]([CH2:8][NH:9][C:10]([C:12]3[CH:17]=[CH:16][CH:15]=[CH:14][C:13]=3[N:18]3[CH:19]=[CH:20][CH:21]=[CH:22]3)=[O:11])[C:6]([OH:47])=[O:5])=[CH:39][C:40]=2[O:46]1 |f:2.3|. Reported procedure: A solution of tert-butyl-2(R)-[(3,4-methylendioxybenzyl)-(2,6-dimethyl-4-methoxybenzenesulfonyl)amino]-3-[(2-pyrrol-1-yl)phenylcarbonylamino]-propionate (915 mg, 1.3 mmol) in 20% trifluoracetic acid-methylene chloride (15 ml) was stirred for 1 hour. Extra trifluoroacetic acid (0.5 ml) was added and stirring continued for 1.5 hours. The material was then condensed on the rotary evaporator and the residue was taken up in toluene (40 ml) and again condensed. This procedure was repeated twice (2×40 ... The reactants are O=C(CCOCc1ccccc1)CC1COc2c(F)ccc(F)c2C1S(=O)(=O)c1ccc(Cl)cc1, Cc1ccccc1, CCOC(C)=O, O, OCCO, Cc1ccccc1S(=O)(=O)O. The product is O=S(=O)(c1ccc(Cl)cc1)C1c2c(F)ccc(F)c2OCC1CC1(CCOCc2ccccc2)OCCO1. Reaction SMILES: [CH2:1]([c:2]1[cH:3][cH:4][cH:5][cH:6][cH:7]1)[O:8][CH2:9][CH2:10][C:11]([CH2:12][CH:13]1[CH2:14][O:15][c:16]2[c:17]([F:34])[cH:18][cH:19][c:20]([F:33])[c:21]2[CH:22]1[S:23](=[O:24])(=[O:25])[c:26]1[cH:27][cH:28][c:29]([Cl:32])[cH:30][cH:31]1)=[O:35].[CH3:52][c:53]1[cH:54][cH:55][cH:56][cH:57][cH:58]1.[CH3:59][CH2:60][O:61][C:62](=[O:63])[CH3:64].[OH2:51].[OH:36][CH2:37][CH2:38][OH:39].[c:40]1([CH3:41])[c:42]([S:43]([OH:44])(=[O:45])=[O:46])[cH:47][cH:48][cH:49][cH:50]1>>[CH2:1]([c:2]1[cH:3][cH:4][cH:5][cH:6][cH:7]1)[O:8][CH2:9][CH2:10][C:11]1([CH2:12][CH:13]2[CH2:14][O:15][c:16]3[c:17]([F:34])[cH:18][cH:19][c:20]([F:33])[c:21]3[CH:22]2[S:23](=[O:24])(=[O:25])[c:26]2[cH:27][cH:28][c:29]([Cl:32])[cH:30][cH:31]2)[O:35][CH2:38][CH2:37][O:36]1. Starting materials: N1=CNC2=C1C=CC(=C2)C(=O)NN (benzimidazol-5-carbohydrazide), COC=1C=CC(=CC1)P2(=S)SP(=S)(S2)C=3C=CC(=CC3)OC (Lawesson's reagent), TEA, COC1=C(C=CC(=C1)OC)CCC(=O)Cl (2,4-dimethoxyphenylpropionylchloride). Yields the product COC1=C(CCC2=NN=C(S2)C2=CC3=C(NC=N3)C=C2)C=CC(=C1)OC (5-(5-(2,4-Dimethoxyphenethyl)-1,3,4-thiadiazol-2yl)-1H-benzo[d]imidazole). Reaction SMILES: [N:1]1[C:5]2[CH:6]=[CH:7][C:8]([C:10]([NH:12][NH2:13])=O)=[CH:9][C:4]=2[NH:3][CH:2]=1.[CH3:14][O:15][C:16]1[CH:21]=[C:20]([O:22][CH3:23])[CH:19]=[CH:18][C:17]=1[CH2:24][CH2:25][C:26](Cl)=O.COC1C=CC(P2(SP(C3C=CC(OC)=CC=3)(=S)S2)=[S:38])=CC=1>>[CH3:14][O:15][C:16]1[CH:21]=[C:20]([O:22][CH3:23])[CH:19]=[CH:18][C:17]=1[CH2:24][CH2:25][C:26]1[S:38][C:10]([C:8]2[CH:7]=[CH:6][C:5]3[NH:1][CH:2]=[N:3][C:4]=3[CH:9]=2)=[N:12][N:13]=1. Procedure: The compound was synthesized starting from benzimidazol-5-carbohydrazide (176 mg; 1 mmol), TEA (0.153 ml; 1.1 mmol), 2,4-dimethoxyphenylpropionylchloride (228 mg, 1.1 mmol) and Lawesson's reagent (606 mg; 1.5 mmol) as described in method 1; yield: 0.022 g (6.0%); MS m/z: 367.2 [M+H]+; 1H-NMR (DMSO d6, 400 MHz): δ 2.94 (t, 2H, 3J=7.9 Hz); 3.30 (t, 2H, 3J=7.9 Hz); 3.70 (s, 3H); 3.74 (s, 3H); 6.41 (dd, 1H, 4J=2.5 Hz, 3J=8.3 Hz); 6.51 (d, 1H, 4J=2.5 Hz); 7.05 (d, 1H, 3J=8.3 Hz); 7.68 (d, 1H, 3J=8.7 ... Reactants: O=C([O-])[O-], CC(=O)N1CCN(C(=O)C=Cc2ccc(Cl)c([N+](=O)[O-])c2)CC1, Sc1ccc(Cl)cc1Cl, [K+], [K+], CN(C)C=O, O. The product is CC(=O)N1CCN(C(=O)C=Cc2ccc(Sc3ccc(Cl)cc3Cl)c([N+](=O)[O-])c2)CC1. Reaction SMILES: [C:24](=[O:25])([O-:26])[O-:27].[Cl:1][c:2]1[c:3]([N+:21](=[O:22])[O-:23])[cH:4][c:5]([CH:8]=[CH:9][C:10](=[O:11])[N:12]2[CH2:13][CH2:14][N:15]([C:18]([CH3:19])=[O:20])[CH2:16][CH2:17]2)[cH:6][cH:7]1.[Cl:30][c:31]1[c:32]([SH:38])[cH:33][cH:34][c:35]([Cl:37])[cH:36]1.[K+:28].[K+:29].[O:40]=[CH:41][N:42]([CH3:43])[CH3:44].[OH2:39]>>[c:2]1([S:38][c:32]2[c:31]([Cl:30])[cH:36][c:35]([Cl:37])[cH:34][cH:33]2)[c:3]([N+:21](=[O:22])[O-:23])[cH:4][c:5]([CH:8]=[CH:9][C:10](=[O:11])[N:12]2[CH2:13][CH2:14][N:15]([C:18]([CH3:19])=[O:20])[CH2:16][CH2:17]2)[cH:6][cH:7]1.